describe an organic reaction: reactants, conditions, products, and yield From a dataset of the Open Reaction Database (ORD), a public repository of structured organic reaction records. Yield: 58.9%. As a reaction SMILES: C1(P(C2C=CC=CC=2)C2C=CC=CC=2)C=CC=CC=1.N(C(OCC)=O)=NC(OCC)=O.[C:32]([O:36][C:37]([N:39]1[CH2:43][CH2:42][CH2:41][C@@H:40]1[CH2:44][OH:45])=[O:38])([CH3:35])([CH3:34])[CH3:33].O[C:47]1[CH:48]=[N:49][CH:50]=[CH:51][CH:52]=1>O1CCCC1>[C:32]([O:36][C:37]([N:39]1[CH2:43][CH2:42][CH2:41][C@@H:40]1[CH2:44][O:45][C:47]1[CH:48]=[N:49][CH:50]=[CH:51][CH:52]=1)=[O:38])([CH3:35])([CH3:34])[CH3:33]. Run in O1CCCC1 (tetrahydrofuran). Procedure: To a solution of triphenylphosphine (1.24 g, 4.74 mmol) in 20 mL of tetrahydrofuran at room temperature was added diethyl azodicarboxylate (0.746 mL, 4.74 mmol) dropwise with stirring. After stirring at room temperature for 30 minutes, (R)-1-t-butoxycarbonyl-2-pyrrolidinemethanol (350 mg, 3.16 mmol) and 3-hydroxypyridine (450 mg, 4.74 mmol) were added to the reaction mixture. The resultant solution was then stirred at room temperature overnight. After all of the starting material was consumed, t... Product: C(C)(C)(C)OC(=O)N1[C@H](CCC1)COC=1C=NC=CC1 (3-(1-t-butoxycarbonyl-2-(R)-pyrrolidinylmethoxy)pyridine). Starting materials: resultant solution, C1(=CC=CC=C1)P(C1=CC=CC=C1)C1=CC=CC=C1 (triphenylphosphine), N(=NC(=O)OCC)C(=O)OCC (diethyl azodicarboxylate), C(C)(C)(C)OC(=O)N1[C@H](CCC1)CO ((R)-1-t-butoxycarbonyl-2-pyrrolidinemethanol), OC=1C=NC=CC1 (3-hydroxypyridine). Starting materials: Cl (HCl), Cl (HCl), CS(=O)(=O)C1=CC=C(C=O)C=C1 (4-methylsulphonylbenzaldehyde), [N+](=O)([O-])C (nitromethane), [OH-].[Na+] (sodium hydroxide). Run in CO (MeOH). Run at temperature 3 celsius, time 2 hour. The product is CS(=O)(=O)C1=CC=C(C=C1)C=C[N+](=O)[O-] (Methyl [4-(2-nitrovinyl)phenyl]sulphone). As a reaction SMILES: [CH3:1][S:2]([C:5]1[CH:12]=[CH:11][C:8]([CH:9]=O)=[CH:7][CH:6]=1)(=[O:4])=[O:3].[N+:13]([CH3:16])([O-:15])=[O:14].[OH-].[Na+].Cl>CO>[CH3:1][S:2]([C:5]1[CH:12]=[CH:11][C:8]([CH:9]=[CH:16][N+:13]([O-:15])=[O:14])=[CH:7][CH:6]=1)(=[O:4])=[O:3] |f:2.3|. Procedure details: A mixture of 4-methylsulphonylbenzaldehyde (22.08 g, 120 mmol) and nitromethane (12.5 ml, 14.2 g, 233 mmol) in MeOH (1 l) is cooled to 3° C. in an ice bath; sodium hydroxide solution (32%, 420 ml, 567 g, 135 g of NaOH, 3.36 mol) is then added dropwise, a clear solution being formed after addition of 30 ml (time needed 1 h). The mixture is stirred at 10° C. for 2 h and then added dropwise at 10° C. to initially introduce HCl (20%, 1080 ml, 216 g of HCl, 5.9 mol) (time needed 40 min). The HCl-acid... The reactants are CCOC(=O)c1ccc(-c2cc(C(=O)O)ccc2Cl)cc1, CS(=O)(=O)N1CCN(Cc2ccc(N)cc2)CC1, CCN=C=NCCCN(C)C, CN1CCOCC1, CN(C)C=O, O, On1nnc2ccccc21. Yields the product CCOC(=O)c1ccc(-c2cc(C(=O)Nc3ccc(CN4CCN(S(C)(=O)=O)CC4)cc3)ccc2Cl)cc1. Reaction SMILES: [CH2:1]([CH3:2])[O:3][C:4](=[O:5])[c:6]1[cH:7][cH:8][c:9](-[c:12]2[cH:13][c:14]([C:19](=[O:20])[OH:21])[cH:15][cH:16][c:17]2[Cl:18])[cH:10][cH:11]1.[CH3:22][S:23](=[O:24])(=[O:25])[N:26]1[CH2:27][CH2:28][N:29]([CH2:32][c:33]2[cH:34][cH:35][c:36]([NH2:39])[cH:37][cH:38]2)[CH2:30][CH2:31]1.[CH3:40][CH2:41][N:42]=[C:43]=[N:44][CH2:45][CH2:46][CH2:47][N:48]([CH3:49])[CH3:50].[CH3:61][N:62]1[CH2:63][CH2:64][O:65][CH2:66][CH2:67]1.[O:68]=[CH:69][N:70]([CH3:71])[CH3:72].[OH2:73].[OH:51][n:52]1[c:53]2[c:54]([cH:55][cH:56][cH:57][cH:58]2)[n:59][n:60]1>>[CH2:1]([CH3:2])[O:3][C:4](=[O:5])[c:6]1[cH:7][cH:8][c:9](-[c:12]2[cH:13][c:14]([C:19](=[O:21])[NH:39][c:36]3[cH:35][cH:34][c:33]([CH2:32][N:29]4[CH2:28][CH2:27][N:26]([S:23]([CH3:22])(=[O:24])=[O:25])[CH2:31][CH2:30]4)[cH:38][cH:37]3)[cH:15][cH:16][c:17]2[Cl:18])[cH:10][cH:11]1. The reactants are 1.6-M-n-butyllithium hexane, BrC1=CC(=C(C=C1)C)F (4-bromo-2-fluorotoluene), IC1=CC=CC=C1 (iodobenzene). Reagents/catalysts: [Cl-].[Zn+2].[Cl-] (zinc chloride), C=1C=CC(=CC1)[P](C=2C=CC=CC2)(C=3C=CC=CC3)[Pd]([P](C=4C=CC=CC4)(C=5C=CC=CC5)C=6C=CC=CC6)([P](C=7C=CC=CC7)(C=8C=CC=CC8)C=9C=CC=CC9)[P](C=1C=CC=CC1)(C=1C=CC=CC1)C=1C=CC=CC1 (tetrakis(triphenylphosphine)palladium). The solvent is O1CCCC1 (tetrahydrofuran), O1CCCC1 (tetrahydrofuran), O1CCCC1 (tetrahydrofuran), C(C)(=O)OCC (ethyl acetate), O1CCCC1 (tetrahydrofuran). Reaction conditions: temperature -78 celsius, time 1 hour. Yields the product FC=1C=C(C=CC1C)C1=CC=CC=C1 (3-fluoro-4-methylbiphenyl). Yield: 99.1%. Reaction SMILES: Br[C:2]1[CH:7]=[CH:6][C:5]([CH3:8])=[C:4]([F:9])[CH:3]=1.I[C:11]1[CH:16]=[CH:15][CH:14]=[CH:13][CH:12]=1>O1CCCC1.C(OCC)(=O)C.[Cl-].[Zn+2].[Cl-].C1C=CC([P]([Pd]([P](C2C=CC=CC=2)(C2C=CC=CC=2)C2C=CC=CC=2)([P](C2C=CC=CC=2)(C2C=CC=CC=2)C2C=CC=CC=2)[P](C2C=CC=CC=2)(C2C=CC=CC=2)C2C=CC=CC=2)(C2C=CC=CC=2)C2C=CC=CC=2)=CC=1>[F:9][C:4]1[CH:3]=[C:2]([C:11]2[CH:16]=[CH:15][CH:14]=[CH:13][CH:12]=2)[CH:7]=[CH:6][C:5]=1[CH3:8] |f:4.5.6,^1:34,36,55,74|. Procedure details: Thirty milliliters of a 1.6-M-n-butyllithium hexane solution and a solution of 9.21 g of 4-bromo-2-fluorotoluene in 30 ml of tetrahydrofuran were added in this order to 30 ml of tetrahydrofuran which had been cooled to −78° C. in a nitrogen atmosphere, and the mixture was then stirred at −78° C. for 1 hour. A solution containing 6.64 g of zinc chloride which had been dehydrated through heat-melting under reduced pressure in 30 ml of tetrahydrofuran was added thereto at −78° C., and the mixture w...